Task: describe an organic reaction: reactants, conditions, products, and yield. Dataset: the Open Reaction Database (ORD), a public repository of structured organic reaction records The reactants are CC1CCC(N(Cc2ccncc2)C(=O)Nc2ncc(SCC(=O)O)s2)CC1, O=Cc1cccnc1. The product is CC1CCC(N(Cc2cccnc2)C(=O)Nc2ncc(SCC(=O)O)s2)CC1. RXN SMILES: [CH3:1][CH:2]1[CH2:3][CH2:4][CH:5]([N:8]([C:9]([NH:10][c:11]2[s:12][c:13]([S:16][CH2:17][C:18](=[O:19])[OH:20])[cH:14][n:15]2)=[O:21])[CH2:22][c:23]2[cH:24][cH:25][n:26][cH:27][cH:28]2)[CH2:6][CH2:7]1.[CH:29](=[O:30])[c:31]1[cH:32][n:33][cH:34][cH:35][cH:36]1>>[CH3:1][CH:2]1[CH2:3][CH2:4][CH:5]([N:8]([C:9]([NH:10][c:11]2[s:12][c:13]([S:16][CH2:17][C:18](=[O:19])[OH:20])[cH:14][n:15]2)=[O:21])[CH2:22][c:31]2[cH:32][n:33][cH:34][cH:35][cH:36]2)[CH2:6][CH2:7]1. Starting materials: C(C)(C)(C)C1=CC(=C(C=N1)C=1N([C@]([C@](N1)(C)C1=CC=C(C=C1)Cl)(C)C1=CC=C(C=C1)Cl)C(=O)Cl)OCC ((4S,5R)-2-(6-tert-butyl-4-ethoxy-pyridin-3-yl)-4,5-bis-(4-chloro-phenyl)-4,5-dimethyl-4,5-dihydro-imidazole-1-carbonyl chloride), CC(C(=O)N1CCNCC1)C (2-methyl-1-piperazin-1-yl-propan-1-one). Product: C(C)(C)(C)C1=CC(=C(C=N1)C=1N([C@]([C@](N1)(C)C1=CC=C(C=C1)Cl)(C)C1=CC=C(C=C1)Cl)C(=O)N1CCN(CC1)C(C(C)C)=O)OCC (1-{4-[(4S,5R)-2-(6-tert-Butyl-4-ethoxy-pyridin-3-yl)-4,5-bis-(4-chloro-phenyl)-4,5-dimethyl-4,5-dihydro-imidazole-1-carbonyl]-piperazin-1-yl}-2-methyl-propan-1-one). RXN SMILES: [C:1]([C:5]1[N:10]=[CH:9][C:8]([C:11]2[N:12]([C:32](Cl)=[O:33])[C@@:13]([C:25]3[CH:30]=[CH:29][C:28]([Cl:31])=[CH:27][CH:26]=3)([CH3:24])[C@@:14]([C:17]3[CH:22]=[CH:21][C:20]([Cl:23])=[CH:19][CH:18]=3)([CH3:16])[N:15]=2)=[C:7]([O:35][CH2:36][CH3:37])[CH:6]=1)([CH3:4])([CH3:3])[CH3:2].[CH3:38][CH:39]([CH3:48])[C:40]([N:42]1[CH2:47][CH2:46][NH:45][CH2:44][CH2:43]1)=[O:41]>>[C:1]([C:5]1[N:10]=[CH:9][C:8]([C:11]2[N:12]([C:32]([N:45]3[CH2:46][CH2:47][N:42]([C:40](=[O:41])[CH:39]([CH3:48])[CH3:38])[CH2:43][CH2:44]3)=[O:33])[C@@:13]([C:25]3[CH:26]=[CH:27][C:28]([Cl:31])=[CH:29][CH:30]=3)([CH3:24])[C@@:14]([C:17]3[CH:18]=[CH:19][C:20]([Cl:23])=[CH:21][CH:22]=3)([CH3:16])[N:15]=2)=[C:7]([O:35][CH2:36][CH3:37])[CH:6]=1)([CH3:2])([CH3:3])[CH3:4]. Procedure: In a manner analogous to the method described in examples 8, (4S,5R)-2-(6-tert-butyl-4-ethoxy-pyridin-3-yl)-4,5-bis-(4-chloro-phenyl)-4,5-dimethyl-4,5-dihydro-imidazole-1-carbonyl chloride (example 51) was coupled with 2-methyl-1-piperazin-1-yl-propan-1-one (Oakwood) to give the title compound. HR-MS (ES, m/z) calculated for C37H46Cl2N5O3 [(M+H)+] 678.2972, observed 678.2975. Reactants: C(C)(C)(C)OC(=O)N1CC(CC1)OC=1C=C(C(=O)O)C=CC1 (3-(1-tert-butoxycarbonylpyrrolidin-3-yloxy)benzoic acid), NC=1C=C(C=CC1C)NC(C1=CC(=CC=C1)N1CCOCC1)=O (N-(3-amino-4-methylphenyl)-3-morpholinobenzamide). Yields the product CC1=C(C=C(C=C1)NC(C1=CC(=CC=C1)N1CCOCC1)=O)NC(C1=CC(=CC=C1)OC1CN(CC1)C(=O)OC(C)(C)C)=O (N-[2-methyl-5-(3-morpholinobenzamido)phenyl]-3-(1-tert-butoxycarbonylpyrrolidin-3-yloxy)benzamide). Yield: 58.0%. Reaction SMILES: [C:1]([O:5][C:6]([N:8]1[CH2:12][CH2:11][CH:10]([O:13][C:14]2[CH:15]=[C:16]([CH:20]=[CH:21][CH:22]=2)[C:17]([OH:19])=O)[CH2:9]1)=[O:7])([CH3:4])([CH3:3])[CH3:2].[NH2:23][C:24]1[CH:25]=[C:26]([NH:31][C:32](=[O:45])[C:33]2[CH:38]=[CH:37][CH:36]=[C:35]([N:39]3[CH2:44][CH2:43][O:42][CH2:41][CH2:40]3)[CH:34]=2)[CH:27]=[CH:28][C:29]=1[CH3:30]>>[CH3:30][C:29]1[CH:28]=[CH:27][C:26]([NH:31][C:32](=[O:45])[C:33]2[CH:38]=[CH:37][CH:36]=[C:35]([N:39]3[CH2:40][CH2:41][O:42][CH2:43][CH2:44]3)[CH:34]=2)=[CH:25][C:24]=1[NH:23][C:17](=[O:19])[C:16]1[CH:20]=[CH:21][CH:22]=[C:14]([O:13][CH:10]2[CH2:11][CH2:12][N:8]([C:6]([O:5][C:1]([CH3:2])([CH3:3])[CH3:4])=[O:7])[CH2:9]2)[CH:15]=1. Procedure details: Using an analogous procedure to that described in the first paragraph of Example 25, 3-(1-tert-butoxycarbonylpyrrolidin-3-yloxy)benzoic acid was reacted with N-(3-amino-4-methylphenyl)-3-morpholinobenzamide to give N-[2-methyl-5-(3-morpholinobenzamido)phenyl]-3-(1-tert-butoxycarbonylpyrrolidin-3-yloxy)benzamide in 58% yield; NMR Spectrum: (DMSOd6) 1.38 (s, 9H), 2.1 (m, 2H), 2.18 (s, 3H), 3.18 (t, 4H), 3.35 (m, 1H), 3.41 (m, 2H), 3.75 (t, 4H), 5.1 (m, 1H), 7.12 (td, 1H), 7.21 (d, 1H), 7.37 (m, 3H...